From a dataset of the Open Reaction Database (ORD), a public repository of structured organic reaction records. describe an organic reaction: reactants, conditions, products, and yield The reactants are C(C)(OCC)(OCC)OCC (triethyl orthoacetate), ClC1=NC2=CC=CC=C2C(=C1N)NCC1=CC(=NO1)C1=CC=C(C=C1)F (2-chloro-N4-{[3-(4-fluorophenyl)isoxazol-5-yl]methyl}quinoline-3,4-diamine). The reagents and catalysts are Cl.N1=CC=CC=C1 (Pyridine hydrochloride). The solvent is C1(=CC=CC=C1)C (toluene). The product is ClC1=NC=2C=CC=CC2C2=C1N=C(N2CC2=CC(=NO2)C2=CC=C(C=C2)F)C (4-chloro-1-{[3-(4-fluorophenyl)isoxazol-5-yl]methyl}-2-methyl-1H-imidazo[4,5-c]quinoline). Yield: 61.8%. Reaction SMILES: [C:1](OCC)(OCC)(OCC)[CH3:2].[Cl:12][C:13]1[C:22]([NH2:23])=[C:21]([NH:24][CH2:25][C:26]2[O:30][N:29]=[C:28]([C:31]3[CH:36]=[CH:35][C:34]([F:37])=[CH:33][CH:32]=3)[CH:27]=2)[C:20]2[C:15](=[CH:16][CH:17]=[CH:18][CH:19]=2)[N:14]=1>Cl.N1C=CC=CC=1.C1(C)C=CC=CC=1>[Cl:12][C:13]1[C:22]2[N:23]=[C:1]([CH3:2])[N:24]([CH2:25][C:26]3[O:30][N:29]=[C:28]([C:31]4[CH:32]=[CH:33][C:34]([F:37])=[CH:35][CH:36]=4)[CH:27]=3)[C:21]=2[C:20]2[CH:19]=[CH:18][CH:17]=[CH:16][C:15]=2[N:14]=1 |f:2.3|. Procedure: Pyridine hydrochloride (0.020 g, 0.19 mmol), triethyl orthoacetate (2.3 g, 14 mmol), 2-chloro-N4-{[3-(4-fluorophenyl)isoxazol-5-yl]methyl}quinoline-3,4-diamine (3.5 g, 9.5 mmol), and toluene (50 mL) were combined and treated according to the method of Part A of Example 26 to provide 2.307 g of 4-chloro-1-{[3-(4-fluorophenyl)isoxazol-5-yl]methyl}-2-methyl-1H-imidazo[4,5-c]quinoline as a pale yellow solid. The reactants are CC(C)C(=O)Nc1cccc(C2CCN(CCCC(=O)c3ccccc3)CC2)c1, NNc1ccccn1, CC(C)C(=O)Nc1cccc(C2CCN(CCCc3c(-c4ccccc4)n(-c4ccccc4)c4ccccc34)CC2)c1. The product is CC(C)C(=O)Nc1cccc(C2CCN(CCCC(=NNc3ccccn3)c3ccccc3)CC2)c1. Reaction SMILES: [CH3:43][CH:44]([C:45](=[O:46])[NH:47][c:48]1[cH:49][c:50]([CH:54]2[CH2:55][CH2:56][N:57]([CH2:60][CH2:61][CH2:62][C:63]([c:64]3[cH:65][cH:66][cH:67][cH:68][cH:69]3)=[O:70])[CH2:58][CH2:59]2)[cH:51][cH:52][cH:53]1)[CH3:71].[NH:72]([NH2:73])[c:74]1[n:75][cH:76][cH:77][cH:78][cH:79]1.[c:1]1(-[n:2]2[c:3]3[c:4]([cH:5][cH:6][cH:7][cH:8]3)[c:9]([CH2:10][CH2:11][CH2:12][N:13]3[CH2:14][CH2:15][CH:16]([c:17]4[cH:18][c:19]([NH:20][C:21](=[O:22])[CH:23]([CH3:24])[CH3:25])[cH:26][cH:27][cH:28]4)[CH2:29][CH2:30]3)[c:31]2-[c:32]2[cH:33][cH:34][cH:35][cH:36][cH:37]2)[cH:38][cH:39][cH:40][cH:41][cH:42]1>>[CH3:43][CH:44]([C:45](=[O:46])[NH:47][c:48]1[cH:49][c:50]([CH:54]2[CH2:55][CH2:56][N:57]([CH2:60][CH2:61][CH2:62][C:63]([c:64]3[cH:65][cH:66][cH:67][cH:68][cH:69]3)=[N:73][NH:72][c:74]3[n:75][cH:76][cH:77][cH:78][cH:79]3)[CH2:58][CH2:59]2)[cH:51][cH:52][cH:53]1)[CH3:71]. Starting materials: [BH4-], CCO, [Na+], O=Cc1cc2ccccc2s1. Yields the product OCc1cc2ccccc2s1. As a reaction SMILES: [BH4-:1].[CH3:14][CH2:15][OH:16].[Na+:2].[s:3]1[c:4]2[c:5]([cH:6][c:7]1[CH:8]=[O:9])[cH:10][cH:11][cH:12][cH:13]2>>[s:3]1[c:4]2[c:5]([cH:6][c:7]1[CH2:8][OH:9])[cH:10][cH:11][cH:12][cH:13]2. Starting materials: N1(CCOCC1)C(=O)N1CC(CC(C1)C1=CC=C(C=C1)OC(F)(F)F)C(=O)O (1-(Morpholin-4-ylcarbonyl)-5-[4-(trifluoromethoxy)phenyl]piperidine-3-carboxylic acid), ON=C(N)C1=CC(=CC=C1)C(F)(F)F (N′-hydroxy-3-(trifluoromethyl)benzenecarboximidamide). Product: N1(CCOCC1)C(=O)N1CC(CC(C1)C1=NC(=NO1)C1=CC(=CC=C1)C(F)(F)F)C1=CC=C(C=C1)OC(F)(F)F (Morpholin-4-yl(3-[4-(trifluoromethoxy)phenyl]-5-{3-[3-(trifluoromethyl)phenyl]-1,2,4-oxadiazol-5-yl}piperidin-1-yl)methanone). RXN SMILES: [N:1]1([C:7]([N:9]2[CH2:14][CH:13]([C:15]3[CH:20]=[CH:19][C:18]([O:21][C:22]([F:25])([F:24])[F:23])=[CH:17][CH:16]=3)[CH2:12][CH:11]([C:26](O)=[O:27])[CH2:10]2)=[O:8])[CH2:6][CH2:5][O:4][CH2:3][CH2:2]1.O[N:30]=[C:31]([C:33]1[CH:38]=[CH:37][CH:36]=[C:35]([C:39]([F:42])([F:41])[F:40])[CH:34]=1)[NH2:32]>>[N:1]1([C:7]([N:9]2[CH2:10][CH:11]([C:26]3[O:27][N:32]=[C:31]([C:33]4[CH:38]=[CH:37][CH:36]=[C:35]([C:39]([F:40])([F:41])[F:42])[CH:34]=4)[N:30]=3)[CH2:12][CH:13]([C:15]3[CH:16]=[CH:17][C:18]([O:21][C:22]([F:23])([F:24])[F:25])=[CH:19][CH:20]=3)[CH2:14]2)=[O:8])[CH2:2][CH2:3][O:4][CH2:5][CH2:6]1. Reported procedure: 150 mg (0.20 mmol) of 1-(morpholin-4-ylcarbonyl)-5-[4-(trifluoromethoxy)phenyl]piperidine-3-carboxylic acid (Example 44A) and 114 mg (0.56 mmol, 1.5 eq.) of N′-hydroxy-3-(trifluoromethyl)benzenecarboximidamide were reacted according to the General Method 2. Yield: 123 mg (58% of theory). Starting materials: O1CCC(=CC1)C=1C=C(C=NC1)N (5-(3,6-dihydro-2H-pyran-4-yl)pyridin-3-amine), ClC1=C(C(=NC2=CC(=CC(=C12)F)F)C1=NC=CC(=C1)C)C (4-chloro-5,7-difluoro-3-methyl-2-(4-methylpyridin-2-yl)quinoline), C1(CCCCC1)P(C1(C(=C(C=C(C1)C(C)C)C(C)C)C1=CC=CC=C1)C(C)C)C1CCCCC1 (2-dicyclohexylphosphino-2,4,6,-triisopropylbiphenyl), CC(C)C1=CC(=C(C(=C1)C(C)C)C2=C(C=CC=C2)P(C3CCCCC3)C4CCCCC4)C(C)C (X-Phos), CC(C)([O-])C.[Na+] (sodium tert-butoxide). The reagents and catalysts are C=1C=CC(=CC1)/C=C/C(=O)/C=C/C2=CC=CC=C2.C=1C=CC(=CC1)/C=C/C(=O)/C=C/C2=CC=CC=C2.C=1C=CC(=CC1)/C=C/C(=O)/C=C/C2=CC=CC=C2.[Pd].[Pd] (tris(dibenzylideneacetone)dipalladium). Solvent: O (water), C1(=CC=CC=C1)C (toluene). Reaction conditions: temperature 100 celsius, time 18 hour. Product: O1CCC(=CC1)C=1C=C(C=NC1)NC1=C(C(=NC2=CC(=CC(=C12)F)F)C1=NC=CC(=C1)C)C (N-(5-(3,6-dihydro-2H-pyran-4-yl)pyridin-3-yl)-5,7-difluoro-3-methyl-2-(4-methylpyridin-2-yl)quinolin-4-amine). RXN SMILES: [O:1]1[CH2:6][CH:5]=[C:4]([C:7]2[CH:8]=[C:9]([NH2:13])[CH:10]=[N:11][CH:12]=2)[CH2:3][CH2:2]1.Cl[C:15]1[C:24]2[C:19](=[CH:20][C:21]([F:26])=[CH:22][C:23]=2[F:25])[N:18]=[C:17]([C:27]2[CH:32]=[C:31]([CH3:33])[CH:30]=[CH:29][N:28]=2)[C:16]=1[CH3:34].C1(P(C2CCCCC2)C2(C(C)C)CC(C(C)C)=CC(C(C)C)=C2C2C=CC=CC=2)CCCCC1.CC(C1C=C(C(C)C)C(C2C=CC=CC=2P(C2CCCCC2)C2CCCCC2)=C(C(C)C)C=1)C.CC(C)([O-])C.[Na+]>C1(C)C=CC=CC=1.C1C=CC(/C=C/C(/C=C/C2C=CC=CC=2)=O)=CC=1.C1C=CC(/C=C/C(/C=C/C2C=CC=CC=2)=O)=CC=1.C1C=CC(/C=C/C(/C=C/C2C=CC=CC=2)=O)=CC=1.[Pd].[Pd].O>[O:1]1[CH2:2][CH:3]=[C:4]([C:7]2[CH:8]=[C:9]([NH:13][C:15]3[C:24]4[C:19](=[CH:20][C:21]([F:26])=[CH:22][C:23]=4[F:25])[N:18]=[C:17]([C:27]4[CH:32]=[C:31]([CH3:33])[CH:30]=[CH:29][N:28]=4)[C:16]=3[CH3:34])[CH:10]=[N:11][CH:12]=2)[CH2:5][CH2:6]1 |f:4.5,7.8.9.10.11|. Procedure details: A mixture of 5-(3,6-dihydro-2H-pyran-4-yl)pyridin-3-amine (38.8 mg, 0.22 mmol), 4-chloro-5,7-difluoro-3-methyl-2-(4-methylpyridin-2-yl)quinoline (52.8 mg, 0.17 mmol), 2-dicyclohexylphosphino-2,4,6,-triisopropylbiphenyl, (X-Phos) (14.4 mg, 0.03 mmol), tris(dibenzylideneacetone)dipalladium (0) (7.2 mg, 7.9 μmol), and sodium tert-butoxide (45.1 mg, 0.47 mmol) in dry toluene (1.5 mL) was degassed by nitrogen. The resulting reaction was heated to 100° C. and monitored with TLC and LC-MS. After 18 h, ...